The task is: describe an organic reaction: reactants, conditions, products, and yield. This data is from the Open Reaction Database (ORD), a public repository of structured organic reaction records. Reactants: OC1=CC=C(C=C1)C1C(CN(CC1)C(=O)OCC1=CC=CC=C1)OCC=1C=CC2=C(N(C(CO2)=O)CCCOC)C1 (benzyl 4-(4-hydroxyphenyl)-3-[4-(3-methoxypropyl)-3-oxo-3,4-dihydro-2H-benzo[1,4]oxazin-6-ylmethoxy]piperidine-1-carboxylate), O(C1=CC=CC=C1)C[C@H]1OC1 (2(S)-phenoxymethyloxirane), [F-].[Cs+] (caesium fluoride). Run at temperature 130 celsius, time 3 hour. The product is O[C@@H](COC1=CC=C(C=C1)C1C(CN(CC1)C(=O)OCC1=CC=CC=C1)OCC=1C=CC2=C(N(C(CO2)=O)CCCOC)C1)COC1=CC=CC=C1 (Benzyl 4-[4-(2(R)-hydroxy-3-phenoxypropoxy)phenyl]-3-[4-(3-methoxypropyl)-3-oxo-3,4-dihydro-2H-benzo[1,4]oxazin-6-ylmethoxy]piperidine-1-carboxylate), SiO2. As a reaction SMILES: [OH:1][C:2]1[CH:7]=[CH:6][C:5]([CH:8]2[CH2:13][CH2:12][N:11]([C:14]([O:16][CH2:17][C:18]3[CH:23]=[CH:22][CH:21]=[CH:20][CH:19]=3)=[O:15])[CH2:10][CH:9]2[O:24][CH2:25][C:26]2[CH:27]=[CH:28][C:29]3[O:34][CH2:33][C:32](=[O:35])[N:31]([CH2:36][CH2:37][CH2:38][O:39][CH3:40])[C:30]=3[CH:41]=2)=[CH:4][CH:3]=1.[O:42]([CH2:49][C@@H:50]1[CH2:52][O:51]1)[C:43]1[CH:48]=[CH:47][CH:46]=[CH:45][CH:44]=1.[F-].[Cs+]>>[OH:51][C@H:50]([CH2:49][O:42][C:43]1[CH:48]=[CH:47][CH:46]=[CH:45][CH:44]=1)[CH2:52][O:1][C:2]1[CH:7]=[CH:6][C:5]([CH:8]2[CH2:13][CH2:12][N:11]([C:14]([O:16][CH2:17][C:18]3[CH:19]=[CH:20][CH:21]=[CH:22][CH:23]=3)=[O:15])[CH2:10][CH:9]2[O:24][CH2:25][C:26]2[CH:27]=[CH:28][C:29]3[O:34][CH2:33][C:32](=[O:35])[N:31]([CH2:36][CH2:37][CH2:38][O:39][CH3:40])[C:30]=3[CH:41]=2)=[CH:4][CH:3]=1 |f:2.3|. Procedure details: The mixture of 0.280 g of benzyl 4-(4-hydroxyphenyl)-3-[4-(3-methoxypropyl)-3-oxo-3,4-dihydro-2H-benzo[1,4]oxazin-6-ylmethoxy]piperidine-1-carboxylate, 0.152 g of 2(S)-phenoxymethyloxirane and 0.0015 g of caesium fluoride is stirred at 130° C. over 3 hours. The reaction mixture is cooled and the title compound is obtained as a colourless oil by means of flash chromatography (SiO2 60F). Rf=0.13 (1:1 EtOAc-heptane); Rt=5.14. Starting materials: BrC1=NC=C(C(=O)O)C=C1 (6-bromonicotinic acid), NC1=CC=C(C=C1)C=1SC2=C(N1)C=CC(=C2)OC (2-(4-aminophenyl)-6-methoxybenzothiazole). The solvent is C1CCOC1 (THF), CCOCC (Et2O). Conditions: time 5 hour. The product is BrC1=CC=C(C=N1)C(=O)NC1=CC=C(C=C1)C=1SC2=C(N1)C=CC(=C2)OC (6-Bromo-N-(4-[6-methoxy-1,3-benzothiazol-2-yl)phenyl]pyridine-3-carboxamide). Yield: 29.4%. RXN SMILES: [Br:1][C:2]1[CH:10]=[CH:9][C:5]([C:6]([OH:8])=O)=[CH:4][N:3]=1.[NH2:11][C:12]1[CH:17]=[CH:16][C:15]([C:18]2[S:19][C:20]3[CH:26]=[C:25]([O:27][CH3:28])[CH:24]=[CH:23][C:21]=3[N:22]=2)=[CH:14][CH:13]=1>C1COCC1.CCOCC>[Br:1][C:2]1[N:3]=[CH:4][C:5]([C:6]([NH:11][C:12]2[CH:13]=[CH:14][C:15]([C:18]3[S:19][C:20]4[CH:26]=[C:25]([O:27][CH3:28])[CH:24]=[CH:23][C:21]=4[N:22]=3)=[CH:16][CH:17]=2)=[O:8])=[CH:9][CH:10]=1. Procedure: To a solution of 6-bromonicotinic acid (0.16 g, 0.78 mmol) in dry THF (5 ml) was added under an atmosphere of argon 1,1′-carbonyldiimidazole (0.13 g, 0.78 mmol) and the reaction mixture stirred at room temperature for 5 h. To the reaction mixture was added 2-(4-aminophenyl)-6-methoxybenzothiazole (0.2 g, 0.78 mmol) over 2 mins, stirring continued at room temperature for 1 h, then heated under reflux for 18 h. After cooling to room temperature, the reaction mixture was diluted with Et2O (30 ml) a... Reported procedure: The procedure of Example 4 was repeated using o-nitroanisole (4 mmol, 0.55 g) as starting material and vanadium(v) oxide (2.3 mg) instead of sodium molybdate dihydrate. After 2.5 h at 90-95° C. a yield of 24.8% of o-formoanisidide was obtained. o-Anisidine (62.8%) was found to be the main product. Reactants: COC=1C=CC=CC1[N+](=O)[O-] (o-nitroanisole), COC=1C(=CC=CC1)N (o-Anisidine). RXN SMILES: [CH3:1][O:2][C:3]1[CH:4]=[CH:5][CH:6]=[CH:7][C:8]=1[N+:9]([O-])=O.[CH3:12][O:13]C1C(N)=CC=CC=1>[O-2].[V+5].[O-2].[O-2].[O-2].[O-2].[V+5]>[CH:12]([NH:9][C:8]1[CH:7]=[CH:6][CH:5]=[CH:4][C:3]=1[O:2][CH3:1])=[O:13] |f:2.3.4.5.6.7.8|. Product: C(=O)NC1=C(C=CC=C1)OC (1-Formylamino-2-methoxybenzene). The reagents and catalysts are [O-2].[V+5].[O-2].[O-2].[O-2].[O-2].[V+5] (vanadium(v) oxide). Yield: 24.8%.